The task is: describe an organic reaction: reactants, conditions, products, and yield. This data is from the Open Reaction Database (ORD), a public repository of structured organic reaction records. Starting materials: [Cl-].[NH4+] (ammonium chloride), [H-].[Na+] (Sodium hydride), O1COC2=C1C=CC(=C2)C=2C(=NN(C2NS(=O)(=O)\C=C\C2=CC=CC=C2)C)OCCO ((E)-N-[4-(1,3-benzodioxol-5-yl)-3-(2-hydroxyethoxy)-1-methyl-1H-pyrazol-5-yl]-2-phenyl-1-ethenesulfonamide), CN(C=O)C (dimethylformamide), ClC=1C=NC(=NC1)S(=O)(=O)C (5-chloro-2-(methylsulfonyl)pyrimidine). Run in O (water). Conditions: time 8 hour. The product is O1COC2=C1C=CC(=C2)C=2C(=NN(C2NS(=O)(=O)C=2N=CN(C2)C)C)OCCOC2=NC=C(C=N2)Cl (N-(4-(1,3-benzodioxol-5-yl)-3-{2-[(5-chloro-2-pyrimidinyl)oxy]ethoxy}-1-methyl-1H-pyrazol-5-yl)-1-methyl-1H-imidazole-4-sulfonamide). As a reaction SMILES: [H-].[Na+].[O:3]1[C:7]2[CH:8]=[CH:9][C:10]([C:12]3[C:13]([O:30][CH2:31][CH2:32][OH:33])=[N:14][N:15]([CH3:29])[C:16]=3[NH:17][S:18](/[CH:21]=[CH:22]/C3C=CC=CC=3)(=[O:20])=[O:19])=[CH:11][C:6]=2[O:5][CH2:4]1.[Cl:34][C:35]1[CH:36]=[N:37][C:38](S(C)(=O)=O)=[N:39][CH:40]=1.[Cl-].[NH4+:46].[CH3:47][N:48]([CH3:51])C=O>O>[O:3]1[C:7]2[CH:8]=[CH:9][C:10]([C:12]3[C:13]([O:30][CH2:31][CH2:32][O:33][C:38]4[N:37]=[CH:36][C:35]([Cl:34])=[CH:40][N:39]=4)=[N:14][N:15]([CH3:29])[C:16]=3[NH:17][S:18]([C:21]3[N:46]=[CH:47][N:48]([CH3:51])[CH:22]=3)(=[O:20])=[O:19])=[CH:11][C:6]=2[O:5][CH2:4]1 |f:0.1,4.5|. Procedure: Sodium hydride (60% dispersion in oil, 20 mg) was carefully added to a solution of (E)-N-[4-(1,3-benzodioxol-5-yl)-3-(2-hydroxyethoxy)-1-methyl-1H-pyrazol-5-yl]-2-phenyl-1-ethenesulfonamide (Preparation 44) (100 mg) in anhydrous dimethylformamide (4.4 ml) at room temperature under an atmosphere of nitrogen. After 10 minutes the 5-chloro-2-(methylsulfonyl)pyrimidine (104 mg) was added and the mixture was stirred overnight. To the reaction mixture was then sequentially added an aqueous solution of... The reactants are C(C)OC(C=O)=O (Glyoxalic acid ethyl ester), C(C)(C)(C)[Si](C1=CC=CC=C1)(C1=CC=CC=C1)OC1=CC(=CC(=C1)F)F (tert-butyl-(3,5-difluoro-phenoxy)-diphenyl-silane), N,N,N′,N′-pentamethyldiethylenetriamine, sol., [Li]CCCC (BuLi). The solvent is C1CCOC1 (THF). Reaction conditions: temperature -78 celsius, time 1 hour. The product is C(C)OC(C(O)C1=C(C=C(C=C1F)O[Si](C1=CC=CC=C1)(C1=CC=CC=C1)C(C)(C)C)F)=O ((RS)-[4-(tert-butyl-diphenyl-silanyloxy)-2,6-difluoro-phenyl]-hydroxy-acetic acid ethyl ester). Isolated yield 109.2%. Reaction SMILES: [C:1]([Si:5]([O:18][C:19]1[CH:24]=[C:23]([F:25])[CH:22]=[C:21]([F:26])[CH:20]=1)([C:12]1[CH:17]=[CH:16][CH:15]=[CH:14][CH:13]=1)[C:6]1[CH:11]=[CH:10][CH:9]=[CH:8][CH:7]=1)([CH3:4])([CH3:3])[CH3:2].[Li]CCCC.[CH2:32]([O:34][C:35](=[O:38])[CH:36]=[O:37])[CH3:33]>C1COCC1>[CH2:32]([O:34][C:35](=[O:38])[CH:36]([C:22]1[C:23]([F:25])=[CH:24][C:19]([O:18][Si:5]([C:1]([CH3:4])([CH3:2])[CH3:3])([C:6]2[CH:7]=[CH:8][CH:9]=[CH:10][CH:11]=2)[C:12]2[CH:17]=[CH:16][CH:15]=[CH:14][CH:13]=2)=[CH:20][C:21]=1[F:26])[OH:37])[CH3:33]. Procedure: A well stirred solution under N2 of tert-butyl-(3,5-difluoro-phenoxy)-diphenyl-silane (20.0 g) and N,N,N′,N′-pentamethyldiethylenetriamine (9.9 g) in dry THF (600 ml) was cooled to −75° C. A 1.6 M sol. of BuLi in Hex (35.6 ml) was added via syringe. The reaction mixture was stirred 1 h under cooling (−78° C.). A white precipitate was formed. Glyoxalic acid ethyl ester (50% in Tol, 22.2 g) was added and it was stirred 2 h at −78° C. The cooling bath was removed and the clear solution was left to ... Starting materials: OCC(CO)OCc1ccccc1, O=C1CCCCC1, c1ccccc1. The product is c1ccc(COC2COC3(CCCCC3)OC2)cc1. Reaction SMILES: [CH2:8]([c:9]1[cH:10][cH:11][cH:12][cH:13][cH:14]1)[O:15][CH:16]([CH2:17][OH:18])[CH2:19][OH:20].[O:1]=[C:2]1[CH2:3][CH2:4][CH2:5][CH2:6][CH2:7]1.[cH:21]1[cH:22][cH:23][cH:24][cH:25][cH:26]1>>[O:1]1[C:2]2([CH2:3][CH2:4][CH2:5][CH2:6][CH2:7]2)[O:18][CH2:17][CH:16]([O:15][CH2:8][c:9]2[cH:10][cH:11][cH:12][cH:13][cH:14]2)[CH2:19]1. The reactants are FC1=CC=C(CC2=NN(C(C3=CC=CC=C23)=O)C2CCN(CC2)C)C=C1 (4-(4-Fluorobenzyl)-2-(N-methyl-piperidin-4-yl)-1-(2H)-phtalazinone), C(C)OC(=O)Cl (ethylchloroformate). The solvent is C1(=CC=CC=C1)C (toluene). Run at time 4 hour. Yields the product FC1=CC=C(CC2=NN(C(C3=CC=CC=C23)=O)C2CCN(CC2)C(=O)OCC)C=C1 (4-(4-Fluorobenzyl)-2-(N-carbethoxy-piperidin-4-yl)-1-(2H)-phthalazinone). Reaction SMILES: [F:1][C:2]1[CH:26]=[CH:25][C:5]([CH2:6][C:7]2[C:16]3[C:11](=[CH:12][CH:13]=[CH:14][CH:15]=3)[C:10](=[O:17])[N:9]([CH:18]3[CH2:23][CH2:22][N:21](C)[CH2:20][CH2:19]3)[N:8]=2)=[CH:4][CH:3]=1.[CH2:27]([O:29][C:30](Cl)=[O:31])[CH3:28]>C1(C)C=CC=CC=1>[F:1][C:2]1[CH:3]=[CH:4][C:5]([CH2:6][C:7]2[C:16]3[C:11](=[CH:12][CH:13]=[CH:14][CH:15]=3)[C:10](=[O:17])[N:9]([CH:18]3[CH2:19][CH2:20][N:21]([C:30]([O:29][CH2:27][CH3:28])=[O:31])[CH2:22][CH2:23]3)[N:8]=2)=[CH:25][CH:26]=1. Reported procedure: 366.5 g (1.043 mol) 4-(4-Fluorobenzyl)-2-(N-methyl-piperidin-4-yl)-1-(2H)-phtalazinone are dissolved in 1100 ml toluene which had been dried over K2CO3. Any water present in azeotropically distilled off using a water separator. 390 g (3.59 mol) ethylchloroformate are added dropwise over 11/2 hours and the mixture stirred for 4 hours under reflux. A precipitate separated out and is suction filtered. The filtrate is evaporated on a rotary evaporator, the residue is taken up in 400 ml ether, stirre...